Dataset: the Open Reaction Database (ORD), a public repository of structured organic reaction records. Task: describe an organic reaction: reactants, conditions, products, and yield Starting materials: BrCc1ccccc1, CC(C)(C)OC(=O)N1CCC2(CC1)CNC(=O)O2, [H-], [Na+], CN(C)C=O, O. Yields the product CC(C)(C)OC(=O)N1CCC2(CC1)CN(Cc1ccccc1)C(=O)O2. RXN SMILES: [Br:21][CH2:22][c:23]1[cH:24][cH:25][cH:26][cH:27][cH:28]1.[C:3]([CH3:4])([CH3:5])([CH3:6])[O:7][C:8](=[O:9])[N:10]1[CH2:11][CH2:12][C:13]2([CH2:14][NH:15][C:16](=[O:18])[O:17]2)[CH2:19][CH2:20]1.[H-:1].[Na+:2].[O:30]=[CH:31][N:32]([CH3:33])[CH3:34].[OH2:29]>>[C:3]([CH3:4])([CH3:5])([CH3:6])[O:7][C:8](=[O:9])[N:10]1[CH2:11][CH2:12][C:13]2([CH2:14][N:15]([CH2:22][c:23]3[cH:24][cH:25][cH:26][cH:27][cH:28]3)[C:16](=[O:18])[O:17]2)[CH2:19][CH2:20]1. Reactants: CN1C(CC(CC1(C)C)O)(C)C (1,2,2,6,6-pentamethyl-piperidin-4-ol), N(NC(=O)OC)C(=O)OC (dimethyl hydrazine-1,2-dicarboxylate). The reagents and catalysts are CCCC[O-].CCCC[O-].CCCC[O-].CCCC[O-].[Ti+4] (tetrabutyl titanate). The product is N(NC(=O)OC1CC(N(C(C1)(C)C)C)(C)C)C(=O)OC1CC(N(C(C1)(C)C)C)(C)C (Bis(1,2,2,6,6-pentamethylpiperidin-4-yl) Hydrazine-1,2-dicarboxylate). Yield: 38.6%. As a reaction SMILES: [CH3:1][N:2]1[C:7]([CH3:9])([CH3:8])[CH2:6][CH:5]([OH:10])[CH2:4][C:3]1([CH3:12])[CH3:11].[NH:13]([C:19]([O:21][CH3:22])=[O:20])[NH:14][C:15](OC)=[O:16]>CCCC[O-].CCCC[O-].CCCC[O-].CCCC[O-].[Ti+4]>[NH:13]([C:19]([O:21][CH:22]1[CH2:6][C:7]([CH3:9])([CH3:8])[N:2]([CH3:1])[C:3]([CH3:12])([CH3:11])[CH2:4]1)=[O:20])[NH:14][C:15]([O:10][CH:5]1[CH2:6][C:7]([CH3:8])([CH3:9])[N:2]([CH3:1])[C:3]([CH3:12])([CH3:11])[CH2:4]1)=[O:16] |f:2.3.4.5.6|. Reported procedure: The procedure of Example 1 is repeated using 33.9 g of 1,2,2,6,6-pentamethyl-piperidin-4-ol, 13.3 g of dimethyl hydrazine-1,2-dicarboxylate and 0.31 g of tetrabutyl titanate to afford 14.8 g of the title compound as a white solid; mp 189°-191° C. Reactants: CN (monomethyl amine), BrC(C(=O)NC1=C(C=C(C=C1C)OCCCC)C)C (2-bromo-4'-butoxy-2',6'-dimethyl propionanilide). Run in C1=CC=CC=C1 (benzene). Yields the product CNC(C(=O)NC1=C(C=C(C=C1C)OCCCC)C)C (2-Methylamino-4'-butoxy-2',6'-dimethyl-propionanilide). Reaction SMILES: [CH3:1][NH2:2].Br[CH:4]([CH3:21])[C:5]([NH:7][C:8]1[C:13]([CH3:14])=[CH:12][C:11]([O:15][CH2:16][CH2:17][CH2:18][CH3:19])=[CH:10][C:9]=1[CH3:20])=[O:6]>C1C=CC=CC=1>[CH3:1][NH:2][CH:4]([CH3:21])[C:5]([NH:7][C:8]1[C:13]([CH3:14])=[CH:12][C:11]([O:15][CH2:16][CH2:17][CH2:18][CH3:19])=[CH:10][C:9]=1[CH3:20])=[O:6]. Reported procedure: To a cold stirred solution of 14.8 g. of monomethyl amine in 250 ml dry benzene was added (portionwise, keeping temperature below 10°) 19.5 g (0.0594 mole) of 2-bromo-4'-butoxy-2',6'-dimethyl propionanilide (made according to the procedure in the first part of this example); this dissolved readily, forming a clear solution. The mixture was heated to 70° for ca 1 hr. with stirring, at which point a white precipitate had separated and reflux became so vigorous that the reaction had to be controlle... Starting materials: COc1cccc(C23CCNCC2CCC(=O)C3)c1, CS(=O)(=O)O, O, OCCO, c1ccccc1. Product: COc1cccc(C23CCNCC2CCC2(C3)OCCO2)c1. Reaction SMILES: [CH3:1][O:2][c:3]1[cH:4][c:5]([C:9]23[CH2:10][CH2:11][NH:12][CH2:13][CH:14]2[CH2:15][CH2:16][C:17](=[O:19])[CH2:18]3)[cH:6][cH:7][cH:8]1.[CH3:30][S:31](=[O:32])(=[O:33])[OH:34].[OH2:35].[OH:26][CH2:27][CH2:28][OH:29].[cH:20]1[cH:21][cH:22][cH:23][cH:24][cH:25]1>>[CH3:1][O:2][c:3]1[cH:4][c:5]([C:9]23[CH2:10][CH2:11][NH:12][CH2:13][CH:14]2[CH2:15][CH2:16][C:17]2([CH2:18]3)[O:19][CH2:28][CH2:27][O:26]2)[cH:6][cH:7][cH:8]1. Starting materials: CC=1SC2=C(N1)C=CC(=C2)C=2SC1=C(N2)C=CC=C1 (2-methyl-6-(benzothiazol-2-yl)-benzothiazole), S(=O)(=O)(OC)C1=CC=C(C)C=C1 (methyl tosylate). The product is S(=O)(=O)([O-])C1=CC=C(C)C=C1.CC=1SC2=C([N+]1C)C=CC(=C2)C=2SC1=C(N2)C=CC=C1 (2-Methyl-3-methyl-6-(benzothiazol-2-yl)-benzothiazolium tosylate). RXN SMILES: [CH3:1][C:2]1[S:3][C:4]2[CH:10]=[C:9]([C:11]3[S:12][C:13]4[CH:19]=[CH:18][CH:17]=[CH:16][C:14]=4[N:15]=3)[CH:8]=[CH:7][C:5]=2[N:6]=1.[S:20]([C:25]1[CH:31]=[CH:30][C:28]([CH3:29])=[CH:27][CH:26]=1)([O:23][CH3:24])(=[O:22])=[O:21]>>[S:20]([C:25]1[CH:31]=[CH:30][C:28]([CH3:29])=[CH:27][CH:26]=1)([O-:23])(=[O:22])=[O:21].[CH3:1][C:2]1[S:3][C:4]2[CH:10]=[C:9]([C:11]3[S:12][C:13]4[CH:19]=[CH:18][CH:17]=[CH:16][C:14]=4[N:15]=3)[CH:8]=[CH:7][C:5]=2[N+:6]=1[CH3:24] |f:2.3|. Reported procedure: 2-methyl-6-(benzothiazol-2-yl)-benzothiazole (44 mg, 0.156 mmol) was stirred for 5 h at 90° C. in melted methyl tosylate (660 mg, 3.5 mmol). After being allowed to cool to room temperature, the product was precipitated by addition of acetone and collected by filtration. The precipitate was washed with acetone and allowed to dry over night. This gave the product as green crystals. Yield: 51 mg, 70%. 1H NMR (DMSO): δ 2.28 (s, 3H, —CH3), 3.20 (s, 3H, CH3), 4.24 (s, 3H, —CH3), 7.11 (d, J=7.2, 2H, Ar... Starting materials: Cl (HCl), C(C)[Mg]Br (ethylmagnesium bromide), BrC1=C(C=O)C=CC(=C1)F (2-bromo-4-fluorobenzaldehyde), O (water). Yield: 95.7%. Procedure: Add ethylmagnesium bromide (1 M in ether, 8.37 mL, 8.37 mmol) at 0° C. under nitrogen to a solution of 2-bromo-4-fluorobenzaldehyde (1 g, 4.93 mmol) in diethyl ether (15 mL). Stir the mixture for 1 h at RT. Add water slowly followed by adjusting the mixture to acidic conditions with 2 M HCl. Extract the product with chloroform/IPA (3/1). Dry over sodium sulfate. Concentrate the solution in vacuo to a yellow oil. Purify by column chromatography (30% ethyl acetate in hexane) to give the title comp... The solvent is C(C)OCC (diethyl ether). Yields the product BrC1=C(C=CC(=C1)F)C(CC)O (1-(2-Bromo-4-fluorophenyl)propan-1-ol). Conditions: time 1 hour. RXN SMILES: [CH2:1]([Mg]Br)[CH3:2].[Br:5][C:6]1[CH:13]=[C:12]([F:14])[CH:11]=[CH:10][C:7]=1[CH:8]=[O:9].O.Cl>C(OCC)C>[Br:5][C:6]1[CH:13]=[C:12]([F:14])[CH:11]=[CH:10][C:7]=1[CH:8]([OH:9])[CH2:1][CH3:2]. The reactants are B(Br)(Br)Br (Boron tribromide), COC=1C(=C(C2=C(C(C(O2)(C)C)C(=O)O)C1C)C)C (5-methoxy-2,2,4,6,7-pentamethyl-2,3-dihydro-1-benzofuran-3-carboxylic acid). Conditions: time 8 hour. Yields the product OC=1C(=C(C2=C(C(C(O2)(C)C)C(=O)O)C1C)C)C (5-hydroxy-2,2,4,6,7-pentamethyl-2,3-dihydro-1-benzofuran-3-carboxylic acid). Procedure details: Boron tribromide (0.42 mL of 1M solution in dichloromethane, 0.42 mmol) is added dropwise at -78° C. and under nitrogen to a solution of 5-methoxy-2,2,4,6,7-pentamethyl-2,3-dihydro-1-benzofuran-3-carboxylic acid (100 mg, 0.38 mmol) in dichloromethane (4 mL). The reaction mixture is allowed to warm to room temperature and stirred overnight. The reaction is quenched by addition of water (10 mL) and extracted with dichloromethane (2×20 mL). The organic phase is dried (magnesium sulfate) and evapora... Run in ClCCl (dichloromethane). Isolated yield 94.6%. Reaction SMILES: B(Br)(Br)Br.C[O:6][C:7]1[C:8]([CH3:23])=[C:9]([CH3:22])[C:10]2[O:14][C:13]([CH3:16])([CH3:15])[CH:12]([C:17]([OH:19])=[O:18])[C:11]=2[C:20]=1[CH3:21]>ClCCl>[OH:6][C:7]1[C:8]([CH3:23])=[C:9]([CH3:22])[C:10]2[O:14][C:13]([CH3:16])([CH3:15])[CH:12]([C:17]([OH:19])=[O:18])[C:11]=2[C:20]=1[CH3:21].